From a dataset of the Open Reaction Database (ORD), a public repository of structured organic reaction records. describe an organic reaction: reactants, conditions, products, and yield Starting materials: CCc1cc(CO[Si](C)(C)C(C)(C)C)cc(Nc2ncc(C#N)s2)n1, C1CCOC1, F, c1ccncc1. Yields the product CCc1cc(CO)cc(Nc2ncc(C#N)s2)n1. Reaction SMILES: [C:1]([Si:2]([CH3:3])([CH3:4])[O:6][CH2:7][c:8]1[cH:9][c:10]([NH:16][c:17]2[s:18][c:19]([C:22]#[N:23])[cH:20][n:21]2)[n:11][c:12]([CH2:14][CH3:15])[cH:13]1)([CH3:5])([CH3:24])[CH3:25].[CH2:33]1[O:34][CH2:35][CH2:36][CH2:37]1.[FH:32].[n:26]1[cH:27][cH:28][cH:29][cH:30][cH:31]1>>[OH:6][CH2:7][c:8]1[cH:9][c:10]([NH:16][c:17]2[s:18][c:19]([C:22]#[N:23])[cH:20][n:21]2)[n:11][c:12]([CH2:14][CH3:15])[cH:13]1. The reactants are [BH4-], C=COCC, CCO, CCOC(C)=O, N#Cc1nn(-c2c(Cl)cc(C(F)(F)F)cc2Cl)c(N)c1C1SCCS1, [Na+], O. Product: CNc1c(C2SCCS2)c(C#N)nn1-c1c(Cl)cc(C(F)(F)F)cc1Cl. RXN SMILES: [BH4-:31].[CH2:1]([O:2][CH:3]=[CH2:4])[CH3:5].[CH3:33][CH2:34][OH:35].[CH3:37][CH2:38][O:39][C:40](=[O:41])[CH3:42].[NH2:6][c:7]1[c:8]([CH:26]2[S:27][CH2:28][CH2:29][S:30]2)[c:9]([C:24]#[N:25])[n:10][n:11]1-[c:12]1[c:13]([Cl:23])[cH:14][c:15]([C:19]([F:20])([F:21])[F:22])[cH:16][c:17]1[Cl:18].[Na+:32].[OH2:36]>>[CH3:1][NH:6][c:7]1[c:8]([CH:26]2[S:27][CH2:28][CH2:29][S:30]2)[c:9]([C:24]#[N:25])[n:10][n:11]1-[c:12]1[c:13]([Cl:23])[cH:14][c:15]([C:19]([F:20])([F:21])[F:22])[cH:16][c:17]1[Cl:18].